From a dataset of the Open Reaction Database (ORD), a public repository of structured organic reaction records. describe an organic reaction: reactants, conditions, products, and yield The reactants are COc1ccc(C2Sc3ccc(C)c(C)c3N(CCN(C)C)C(=O)C2O)cc1, CC(=O)OC(C)=O, CC(=O)O, Cl. Yields the product COc1ccc(C2Sc3ccc(C)c(C)c3N(CCN(C)C)C(=O)C2OC(C)=O)cc1, Cl. RXN SMILES: [CH3:2][O:3][c:4]1[cH:5][cH:6][c:7]([CH:10]2[S:11][c:12]3[c:13]([c:24]([CH3:29])[c:25]([CH3:28])[cH:26][cH:27]3)[N:14]([CH2:19][CH2:20][N:21]([CH3:22])[CH3:23])[C:15](=[O:18])[CH:16]2[OH:17])[cH:8][cH:9]1.[CH3:30][C:31](=[O:32])[O:33][C:34](=[O:35])[CH3:36].[CH3:37][C:38](=[O:39])[OH:40].[ClH:1]>>[CH3:2][O:3][c:4]1[cH:5][cH:6][c:7]([CH:10]2[S:11][c:12]3[c:13]([c:24]([CH3:29])[c:25]([CH3:28])[cH:26][cH:27]3)[N:14]([CH2:19][CH2:20][N:21]([CH3:22])[CH3:23])[C:15](=[O:18])[CH:16]2[O:17][C:31]([CH3:30])=[O:32])[cH:8][cH:9]1.[ClH:1].